Task: describe an organic reaction: reactants, conditions, products, and yield. Dataset: the Open Reaction Database (ORD), a public repository of structured organic reaction records Reactants: ClC1=CC=C(C=N1)C(=O)NC1=C(C=CC=C1C)C (6-chloro-N-(2,6-dimethylphenyl)-3-pyridinecarboxamide), CN (methylamine), aqueous solution. Run in C(C)O (ethanol). The product is CNC1=CC=C(C=N1)C(=O)NC1=C(C=CC=C1C)C (6-(Methylamino)-N-(2,6-dimethylphenyl)-3-pyridinecarboxamide). Isolated yield 57.2%. As a reaction SMILES: Cl[C:2]1[N:7]=[CH:6][C:5]([C:8]([NH:10][C:11]2[C:16]([CH3:17])=[CH:15][CH:14]=[CH:13][C:12]=2[CH3:18])=[O:9])=[CH:4][CH:3]=1.[CH3:19][NH2:20]>C(O)C>[CH3:19][NH:20][C:2]1[N:7]=[CH:6][C:5]([C:8]([NH:10][C:11]2[C:16]([CH3:17])=[CH:15][CH:14]=[CH:13][C:12]=2[CH3:18])=[O:9])=[CH:4][CH:3]=1. Procedure details: A solution of 5 g of 6-chloro-N-(2,6-dimethylphenyl)-3-pyridinecarboxamide and 6 g of methylamine (from a 40% aqueous solution) in 100 ml of ethanol were heated at 250° C. in a closed reaction vessel for 72 hours. The reaction mixture was cooled to room temperature, solvents were removed under reduced pressure, and the product was recrystallized from ethanol, providing 2.8 g of the desired title product, m.p. 207°-209° C. The reactants are COCC(=O)Cl (Methoxyacetylchloride), NC1=C2N=C(C(=NC2=CC(=C1Cl)Cl)OC)OC (5-amino-6,7-dichloro-2,3-dimethoxyquinoxaline), N1=CC=CC=C1 (pyridine). The solvent is ClCCl (dichloromethane). Reaction conditions: time 18 hour. Product: ClC=1C(=C2N=C(C(=NC2=CC1Cl)OC)OC)NC(COC)=O (6,7-dichloro-2,3-dimethoxy-5-methoxyacetamidoquinoxaline). Isolated yield 87.7%. Reaction SMILES: [CH3:1][O:2][CH2:3][C:4](Cl)=[O:5].[NH2:7][C:8]1[C:17]([Cl:18])=[C:16]([Cl:19])[CH:15]=[C:14]2[C:9]=1[N:10]=[C:11]([O:22][CH3:23])[C:12]([O:20][CH3:21])=[N:13]2.N1C=CC=CC=1>ClCCl>[Cl:18][C:17]1[C:8]([NH:7][C:4](=[O:5])[CH2:3][O:2][CH3:1])=[C:9]2[C:14](=[CH:15][C:16]=1[Cl:19])[N:13]=[C:12]([O:20][CH3:21])[C:11]([O:22][CH3:23])=[N:10]2. Reported procedure: Methoxyacetylchloride (27.3 mL, 32.4 g, 0.30 mol) was added to a stirred mixture of 5-amino-6,7-dichloro-2,3-dimethoxyquinoxaline (Preparation 26, 73.8 g, 0.27 mol) and pyridine (26.4 mL, 25.8 g, 0.33 mol) in dichloromethane (1.2L) at room temperature under nitrogen. After 18 hours stirring at room temperature, the mixture was washed with 2M aqueous hydrochloric acid solution followed by brine, then dried (MgSO4) and concentrated under reduced pressure. The residue was triturated with methanol a... The reactants are C(C)NC1=CC(=NC2=C(C3=C(C=C12)C(C=C(O3)C(=O)OCC)=O)CCC)C(=O)OCC (Diethyl 6-ethylamino-4-oxo-10-propyl-4H-pyrano[3,2-g]quinoline-2,8-dicarboxylate), [Na][Na] (disodium), ClC1=CC(=NC=2C3=C(C(=CC12)OC)C(C=C(O3)C(=O)[O-])=O)C(=O)[O-].[Na+].[Na+] (Disodium 7-chloro-5-methoxy-4-oxo-4H-pyrano[3,2-h]-quinoline-2,9-dicarboxylate). The product is C(C)NC1=CC(=NC2=C(C3=C(C=C12)C(C=C(O3)C(=O)[O-])=O)CCC)C(=O)[O-].[Na+].[Na+] (Disodium 6-ethylamino-4-oxo-10-propyl-4H-pyrano[3,2-g]quinoline-2,8-dicarboxylate). RXN SMILES: [CH2:1]([NH:3][C:4]1[C:13]2[C:8](=[C:9]([CH2:24][CH2:25][CH3:26])[C:10]3[O:17][C:16]([C:18]([O:20]CC)=[O:19])=[CH:15][C:14](=[O:23])[C:11]=3[CH:12]=2)[N:7]=[C:6]([C:27]([O:29]CC)=[O:28])[CH:5]=1)[CH3:2].[Na:32][Na].ClC1C2C=C(OC)C3C(=O)C=C(C([O-])=O)OC=3C=2N=C(C([O-])=O)C=1.[Na+].[Na+]>>[CH2:1]([NH:3][C:4]1[C:13]2[C:8](=[C:9]([CH2:24][CH2:25][CH3:26])[C:10]3[O:17][C:16]([C:18]([O-:20])=[O:19])=[CH:15][C:14](=[O:23])[C:11]=3[CH:12]=2)[N:7]=[C:6]([C:27]([O-:29])=[O:28])[CH:5]=1)[CH3:2].[Na+:32].[Na+:32] |f:2.3.4,5.6.7|. Procedure: The product of step (c) was hydrolysed to the disodium salt by the method of Example 3 (g) to afford a cream solid.